This data is from the Open Reaction Database (ORD), a public repository of structured organic reaction records. The task is: describe an organic reaction: reactants, conditions, products, and yield The reactants are O=C(Nc1c[nH]c2ncc(Br)c(F)c12)c1ccc(F)c(Cl)c1, CCCCO, CC(C)(C)OC(=O)NC1CCCNC1. The product is CC(C)(C)OC(=O)NC1CCCN(c2c(Br)cnc3[nH]cc(NC(=O)c4ccc(F)c(Cl)c4)c23)C1. RXN SMILES: [Br:1][c:2]1[c:3]([F:22])[c:4]2[c:5]([n:6][cH:7]1)[nH:8][cH:9][c:10]2[NH:11][C:12]([c:13]1[cH:14][c:15]([Cl:20])[c:16]([F:19])[cH:17][cH:18]1)=[O:21].[CH2:37]([OH:38])[CH2:39][CH2:40][CH3:41].[NH:23]1[CH2:24][CH:25]([NH:29][C:30]([O:31][C:32]([CH3:33])([CH3:34])[CH3:35])=[O:36])[CH2:26][CH2:27][CH2:28]1>>[Br:1][c:2]1[c:3]([N:23]2[CH2:24][CH:25]([NH:29][C:30]([O:31][C:32]([CH3:33])([CH3:34])[CH3:35])=[O:36])[CH2:26][CH2:27][CH2:28]2)[c:4]2[c:5]([n:6][cH:7]1)[nH:8][cH:9][c:10]2[NH:11][C:12]([c:13]1[cH:14][c:15]([Cl:20])[c:16]([F:19])[cH:17][cH:18]1)=[O:21].